From a dataset of the Open Reaction Database (ORD), a public repository of structured organic reaction records. describe an organic reaction: reactants, conditions, products, and yield The reactants are NC1=C(C=C(C=C1)C(C)=O)SC1=C(C=C(C=C1)F)F (4'-amino-3'-(2,4-difluorophenylthio)acetophenone), CS(=O)(=O)Cl (methanesulfonyl chloride), Cl (hydrochloric acid). Run in N1=CC=CC=C1 (pyridine). Run at time 8 hour. The product is C(C)(=O)C1=CC(=C(NS(=O)(=O)C)C=C1)SC1=C(C=C(C=C1)F)F (4'-acetyl-2'-(2,4-difluorophenylthio)methanesulfonanilide). Isolated yield 50.8%. As a reaction SMILES: [NH2:1][C:2]1[CH:7]=[CH:6][C:5]([C:8](=[O:10])[CH3:9])=[CH:4][C:3]=1[S:11][C:12]1[CH:17]=[CH:16][C:15]([F:18])=[CH:14][C:13]=1[F:19].[CH3:20][S:21](Cl)(=[O:23])=[O:22].Cl>N1C=CC=CC=1>[C:8]([C:5]1[CH:6]=[CH:7][C:2]([NH:1][S:21]([CH3:20])(=[O:23])=[O:22])=[C:3]([S:11][C:12]2[CH:17]=[CH:16][C:15]([F:18])=[CH:14][C:13]=2[F:19])[CH:4]=1)(=[O:10])[CH3:9]. Procedure: A mixture of 4'-amino-3'-(2,4-difluorophenylthio)acetophenone (2.0 g) and methanesulfonyl chloride (1.0 g) in pyridine (20 ml) was stirred overnight at room temperature. The mixture was poured into cold diluted hydrochloric acid and extracted with ethyl acetate. The extract was washed with water, dried, and concentrated under reduced pressure. The residue was recrystallized from ethanol to give yellow crystals of 4'-acetyl-2'-(2,4-difluorophenylthio)methanesulfonanilide (1.3 g). Starting materials: BrCCC=CCCC1=CC=C(C#N)C=C1 (4-(6-bromohex-3-enyl)benzonitrile). The reagents and catalysts are [Pt]=O (platinum oxide). Run in C(C)O (ethanol). Product: BrCCCCCCC1=CC=C(C#N)C=C1 (4-(6-bromohexyl)benzonitrile). Yield: 98.3%. As a reaction SMILES: [Br:1][CH2:2][CH2:3][CH:4]=[CH:5][CH2:6][CH2:7][C:8]1[CH:15]=[CH:14][C:11]([C:12]#[N:13])=[CH:10][CH:9]=1>C(O)C.[Pt]=O>[Br:1][CH2:2][CH2:3][CH2:4][CH2:5][CH2:6][CH2:7][C:8]1[CH:15]=[CH:14][C:11]([C:12]#[N:13])=[CH:10][CH:9]=1. Reported procedure: A solution of 10.5 g of 4-(6-bromohex-3-enyl)benzonitrile in 200 ml of absolute ethanol was hydrogenated in the presence of 0.25 g of platinum oxide catalyst. Isolation of the product afforded 10.4 g of 4-(6-bromohexyl)benzonitrile as a yellow oil which was distilled at 168°-170° C. (0.01 mm) to produce the compound as a colorless oil which solidified upon cooling. Starting materials: NC1=C(C=O)C=C(C=C1)N1CCOCC1 (2-amino-5-morpholin-4-ylbenzaldehyde), COC1=C(C=CC=C1)CCC#N (3-(2-methoxyphenyl)propionitrile). Product: COC1=C(CC=2C(=NC3=CC=C(C=C3C2)N2CCOCC2)N)C=CC=C1 (3-(2-Methoxybenzyl)-6-morpholin-4-ylquinolin-2-amine). Reaction SMILES: [NH2:1][C:2]1[CH:9]=[CH:8][C:7]([N:10]2[CH2:15][CH2:14][O:13][CH2:12][CH2:11]2)=[CH:6][C:3]=1[CH:4]=O.[CH3:16][O:17][C:18]1[CH:23]=[CH:22][CH:21]=[CH:20][C:19]=1[CH2:24][CH2:25][C:26]#[N:27]>>[CH3:16][O:17][C:18]1[CH:23]=[CH:22][CH:21]=[CH:20][C:19]=1[CH2:24][C:25]1[C:26]([NH2:27])=[N:1][C:2]2[C:3]([CH:4]=1)=[CH:6][C:7]([N:10]1[CH2:15][CH2:14][O:13][CH2:12][CH2:11]1)=[CH:8][CH:9]=2. Reported procedure: The title compound was synthesized according to EXAMPLE 11 from 2-amino-5-morpholin-4-ylbenzaldehyde and 3-(2-methoxyphenyl)propionitrile. Reactants: COCCCCC(O)(c1cccc(C(=O)O)c1)C1CCCN(C(=O)OC(C)(C)C)C1, O=C(Cl)C(=O)Cl, ClCCl, [NH4+], CN(C)C=O, [OH-], O. Product: COCCCCC(O)(c1cccc(C(N)=O)c1)C1CCCN(C(=O)OC(C)(C)C)C1. As a reaction SMILES: [C:1]([CH3:2])([CH3:3])([CH3:4])[O:5][C:6](=[O:7])[N:8]1[CH2:9][CH:10]([C:14]([CH2:15][CH2:16][CH2:17][CH2:18][O:19][CH3:20])([OH:21])[c:22]2[cH:23][c:24]([C:25](=[O:26])[OH:27])[cH:28][cH:29][cH:30]2)[CH2:11][CH2:12][CH2:13]1.[Cl:31][C:32]([C:33]([Cl:34])=[O:35])=[O:36].[Cl:44][CH2:45][Cl:46].[NH4+:43].[O:37]=[CH:38][N:39]([CH3:40])[CH3:41].[OH-:42].[OH2:47]>>[C:1]([CH3:2])([CH3:3])([CH3:4])[O:5][C:6](=[O:7])[N:8]1[CH2:9][CH:10]([C:14]([CH2:15][CH2:16][CH2:17][CH2:18][O:19][CH3:20])([OH:21])[c:22]2[cH:23][c:24]([C:25](=[O:26])[NH2:39])[cH:28][cH:29][cH:30]2)[CH2:11][CH2:12][CH2:13]1. Starting materials: CCOC(=O)C(C)(C)Oc1ccc(C#N)cc1, Cc1ccncn1, CCCCCC, CC(C)NC(C)C, [Li]CCCC, C1CCOC1. Product: CC(C)(Oc1ccc(C#N)cc1)C(O)=Cc1ccncn1. Reaction SMILES: [C:20](#[N:21])[c:22]1[cH:23][cH:24][c:25]([O:26][C:27]([C:28](=[O:29])[O:30][CH2:31][CH3:32])([CH3:33])[CH3:34])[cH:35][cH:36]1.[CH3:13][c:14]1[n:15][cH:16][n:17][cH:18][cH:19]1.[CH3:37][CH2:38][CH2:39][CH2:40][CH2:41][CH3:42].[CH:6]([NH:7][CH:8]([CH3:9])[CH3:10])([CH3:11])[CH3:12].[Li:1][CH2:2][CH2:3][CH2:4][CH3:5].[O:43]1[CH2:44][CH2:45][CH2:46][CH2:47]1>>[CH:13]([c:14]1[n:15][cH:16][n:17][cH:18][cH:19]1)=[C:28]([C:27]([O:26][c:25]1[cH:24][cH:23][c:22]([C:20]#[N:21])[cH:36][cH:35]1)([CH3:33])[CH3:34])[OH:29]. Reactants: OC1=CC=C2CCC(OC2=C1)C(=O)OCC (ethyl 7-hydroxychromane-2-carboxylate), BrCCO (2-bromoethanol), C1(=CC=CC=C1)P(C1=CC=CC=C1)C1=CC=CC=C1 (triphenylphosphine), N(=NC(=O)OC(C)C)C(=O)OC(C)C (diisopropyl azodicarboxylate). Run in ClCCl (dichloromethane). Conditions: time 8 hour. Yields the product BrCCOC1=CC=C2CCC(OC2=C1)C(=O)OCC (Ethyl 7-(2-bromoethoxy)-chromane-2-carboxylate). Yield: 65.4%. Reaction SMILES: [OH:1][C:2]1[CH:11]=[C:10]2[C:5]([CH2:6][CH2:7][CH:8]([C:12]([O:14][CH2:15][CH3:16])=[O:13])[O:9]2)=[CH:4][CH:3]=1.[Br:17][CH2:18][CH2:19]O.C1(P(C2C=CC=CC=2)C2C=CC=CC=2)C=CC=CC=1.N(C(OC(C)C)=O)=NC(OC(C)C)=O>ClCCl>[Br:17][CH2:18][CH2:19][O:1][C:2]1[CH:11]=[C:10]2[C:5]([CH2:6][CH2:7][CH:8]([C:12]([O:14][CH2:15][CH3:16])=[O:13])[O:9]2)=[CH:4][CH:3]=1. Reported procedure: To a 60 ml dichloromethane solution of ethyl 7-hydroxychromane-2-carboxylate (1.32 g, 5.9 mmol), 2-bromoethanol (0.84 ml, 11.9 mmol), and triphenylphosphine (3.12 g, 11.9 mmol) was added diisopropyl azodicarboxylate (2.34 ml, 11.9 mmol) dropwise upon cooling in an ice-water bath. After stirring at rt overnight, the solvent was removed under reduced pressure, and the residue was chromatographed on silica gel eluting with 10% AcOEt/hexanes to give the title compound 1.27 g (65%). The reactants are Cc1nc2ccccc2n1-c1nc(N2CCOCC2)c2nc(CBr)n(C)c2n1, CC(=O)N1CCC(N)CC1. Product: CC(=O)N1CCC(NCc2nc3c(N4CCOCC4)nc(-n4c(C)nc5ccccc54)nc3n2C)CC1. RXN SMILES: [Br:1][CH2:2][c:3]1[n:4]([CH3:28])[c:5]2[n:6][c:7](-[n:18]3[c:19]([CH3:27])[n:20][c:21]4[c:22]3[cH:23][cH:24][cH:25][cH:26]4)[n:8][c:9]([N:12]3[CH2:13][CH2:14][O:15][CH2:16][CH2:17]3)[c:10]2[n:11]1.[NH2:29][CH:30]1[CH2:31][CH2:32][N:33]([C:36]([CH3:37])=[O:38])[CH2:34][CH2:35]1>>[CH2:2]([c:3]1[n:4]([CH3:28])[c:5]2[n:6][c:7](-[n:18]3[c:19]([CH3:27])[n:20][c:21]4[c:22]3[cH:23][cH:24][cH:25][cH:26]4)[n:8][c:9]([N:12]3[CH2:13][CH2:14][O:15][CH2:16][CH2:17]3)[c:10]2[n:11]1)[NH:29][CH:30]1[CH2:31][CH2:32][N:33]([C:36]([CH3:37])=[O:38])[CH2:34][CH2:35]1.